From a dataset of the Open Reaction Database (ORD), a public repository of structured organic reaction records. describe an organic reaction: reactants, conditions, products, and yield The reactants are COC(=O)C=1NC(NC1C1=CC=C(C=C1)F)=S (5-(4-Fluoro-phenyl)-2-thioxo-2,3-dihydro-1H-imidazole-4-carboxylic acid methyl ester), C(=O)([O-])[O-].[K+].[K+] (K2CO3), CI (MeI). The solvent is CO (MeOH), CO (MeOH). Reaction conditions: time 2 hour. Product: COC(=O)C=1N=C(NC1C1=CC=C(C=C1)F)SC (5-(4-Fluoro-phenyl)-2-methylsulfanyl-1H-imidazole-4-carboxylic acid methyl ester). Isolated yield 100.5%. Reaction SMILES: [CH3:1][O:2][C:3]([C:5]1[NH:6][C:7](=[S:17])[NH:8][C:9]=1[C:10]1[CH:15]=[CH:14][C:13]([F:16])=[CH:12][CH:11]=1)=[O:4].[C:18]([O-])([O-])=O.[K+].[K+].CI>CO>[CH3:1][O:2][C:3]([C:5]1[N:6]=[C:7]([S:17][CH3:18])[NH:8][C:9]=1[C:10]1[CH:15]=[CH:14][C:13]([F:16])=[CH:12][CH:11]=1)=[O:4] |f:1.2.3|. Procedure details: To a stirred solution of compound 7 (18 g, 71.0 mmol) in MeOH (200 mL) was added K2CO3 (12.0 g, 85.0 mmol), followed by the dropwise addition of a solution of MeI (8.9 mL, 143 mmol) in MeOH (200 mL) at rt. The resulting mixture was stirred at rt for 2 h and then concentrated under reduced pressure. The residue was treated with water (200 mL) and extracted with ethyl acetate (150 mL×3). The combined extracts were washed with brine (50 mL×2), dried over anhydrous MgSO4, filtered, and evaporated to... Starting materials: BrC=1C=C(C=CC1)C1S(N=C(OC1(C)C)N[C@@H](CCO[Si](C)(C)C(C)(C)C)C1=CC=CC=C1)(=O)=O ([5-(3-bromophenyl)-6,6-dimethyl-4,4-dioxo-5,6-dihydro-4H-4lambda6-1,4,3-oxathiazin-2-yl]-[(S)-3-(tert-butyldimethylsilanyloxy)-1-phenylpropyl]amine), Cl (hydrochloric acid). Solvent: CO (methanol). Run at time 1 hour. The product is BrC=1C=C(C=CC1)C1S(N=C(OC1(C)C)N[C@@H](CCO)C1=CC=CC=C1)(=O)=O ((S)-3-[5-(3-Bromophenyl)-6,6-dimethyl-4,4-dioxo-5,6-dihydro-4H-4lambda6-[1,4,3]oxathiazin-2-ylamino]-3-phenylpropan-1-ol). Yield: 68.6%. As a reaction SMILES: [Br:1][C:2]1[CH:3]=[C:4]([CH:8]2[C:13]([CH3:15])([CH3:14])[O:12][C:11]([NH:16][C@H:17]([C:28]3[CH:33]=[CH:32][CH:31]=[CH:30][CH:29]=3)[CH2:18][CH2:19][O:20][Si](C(C)(C)C)(C)C)=[N:10][S:9]2(=[O:35])=[O:34])[CH:5]=[CH:6][CH:7]=1.Cl>CO>[Br:1][C:2]1[CH:3]=[C:4]([CH:8]2[C:13]([CH3:15])([CH3:14])[O:12][C:11]([NH:16][C@H:17]([C:28]3[CH:29]=[CH:30][CH:31]=[CH:32][CH:33]=3)[CH2:18][CH2:19][OH:20])=[N:10][S:9]2(=[O:35])=[O:34])[CH:5]=[CH:6][CH:7]=1. Procedure: To detach the protecting group, 70 mg of [5-(3-bromophenyl)-6,6-dimethyl-4,4-dioxo-5,6-dihydro-4H-4lambda6-1,4,3-oxathiazin-2-yl]-[(S)-3-(tert-butyldimethylsilanyloxy)-1-phenylpropyl]amine were taken up in 1.5 ml of methanol and, after addition of 0.15 ml of concentrated hydrochloric acid, stirred at room temperature for 1 hour. The reaction solution was concentrated by rotary evaporation and the residue purified in a purification laboratory by means of preparative HPLC. The product-containing f...